This data is from the Open Reaction Database (ORD), a public repository of structured organic reaction records. The task is: describe an organic reaction: reactants, conditions, products, and yield The reactants are BrC1=CC2=C(C=3N=C(SC3CCO2)C=2N(N=CN2)C2=C(C=C(C=C2)F)F)C=C1 (8-Bromo-2-[2-(2,4-difluoro-phenyl)-2H-[1,2,4]triazol-3-yl]-4,5-dihydro-6-oxa-3-thia-1-aza-benzo[e]azulene), C(C)(=O)[O-].[K+] (potassium acetate), C(C)#N (acetonitrile), O (water), O1C(CCCC1)OCCN1N=CC(=C1)B1OC(C(O1)(C)C)(C)C (1-[2-(Tetrahydro-pyran-2-yloxy)-ethyl]-4-(4,4,5,5-tetramethyl-[1,3,2]dioxaborolan-2-yl)-1H-pyrazole), C(C)#N (acetonitrile), Cl (hydrogen chloride). Reagents/catalysts: C=1C=CC(=CC1)[P](C=2C=CC=CC2)(C=3C=CC=CC3)[Pd]([P](C=4C=CC=CC4)(C=5C=CC=CC5)C=6C=CC=CC6)([P](C=7C=CC=CC7)(C=8C=CC=CC8)C=9C=CC=CC9)[P](C=1C=CC=CC1)(C=1C=CC=CC1)C=1C=CC=CC1 (tetrakis(triphenylphosphine)palladium(0)). Solvent: C(Cl)Cl (methylene chloride), C(Cl)Cl (methylene chloride). Reaction conditions: temperature 140 celsius, time 1 hour. The product is FC1=C(C=CC(=C1)F)N1N=CN=C1C=1SC=2CCOC3=C(C2N1)C=CC(=C3)C=3C=NN(C3)CCO (2-(4-{2-[2-(2,4-Difluoro-phenyl)-2H-[1,2,4]triazol-3-yl]-4,5-dihydro-6-oxa-3-thia-1-aza-benzo[e]azulen-8-yl}-pyrazol-1-yl)-ethanol). Reaction SMILES: Br[C:2]1[CH:28]=[CH:27][C:5]2[C:6]3[N:7]=[C:8]([C:14]4[N:15]([C:19]5[CH:24]=[CH:23][C:22]([F:25])=[CH:21][C:20]=5[F:26])[N:16]=[CH:17][N:18]=4)[S:9][C:10]=3[CH2:11][CH2:12][O:13][C:4]=2[CH:3]=1.C([O-])(=O)C.[K+].C(#N)C.O.O1CCCCC1[O:44][CH2:45][CH2:46][N:47]1[CH:51]=[C:50](B2OC(C)(C)C(C)(C)O2)[CH:49]=[N:48]1.Cl>C(Cl)Cl.C1C=CC([P]([Pd]([P](C2C=CC=CC=2)(C2C=CC=CC=2)C2C=CC=CC=2)([P](C2C=CC=CC=2)(C2C=CC=CC=2)C2C=CC=CC=2)[P](C2C=CC=CC=2)(C2C=CC=CC=2)C2C=CC=CC=2)(C2C=CC=CC=2)C2C=CC=CC=2)=CC=1>[F:26][C:20]1[CH:21]=[C:22]([F:25])[CH:23]=[CH:24][C:19]=1[N:15]1[C:14]([C:8]2[S:9][C:10]3[CH2:11][CH2:12][O:13][C:4]4[CH:3]=[C:2]([C:50]5[CH:49]=[N:48][N:47]([CH2:46][CH2:45][OH:44])[CH:51]=5)[CH:28]=[CH:27][C:5]=4[C:6]=3[N:7]=2)=[N:18][CH:17]=[N:16]1 |f:1.2,^1:68,70,89,108|. Reported procedure: To a microwave vial was added 8-Bromo-2-[2-(2,4-difluoro-phenyl)-2H-[1,2,4]triazol-3-yl]-4,5-dihydro-6-oxa-3-thia-1-aza-benzo[e]azulene (0.300 g, 0.000650 mol) and potassium acetate (0.1915 g, 0.001951 mol) in acetonitrile (1 mL, 0.02 mol) and water (2 mL, 0.1 mol). The reaction was thoroughly degassed and purged with N2 for 5 minutes. A solution of 1-[2-(Tetrahydro-pyran-2-yloxy)-ethyl]-4-(4,4,5,5-tetramethyl-[1,3,2]dioxaborolan-2-yl)-1H-pyrazole (0.2724 g, 0.0008455 mol) in acetonitrile (1 mL,... Reactants: C(C1=CC=CC=C1)N(C1=NC=NC2=C1N=C(N=C2N2CCS(CC2)=O)Cl)C (8-(N-benzyl-methylamino)-2-chloro-4-(1-oxido-thiomorpholino)-pyrimido-[5,4-d]-pyrimidine), N1CCNCC1 (piperazine). Run in O1CCOCC1 (dioxane). Yields the product C(C1=CC=CC=C1)N(C1=NC=NC2=C1N=C(N=C2N2CCS(CC2)=O)N2CCNCC2)C (8-(N-Benzyl-methylamino)-4-(1-oxido-thiomorpholino)-2-piperazino-pyrimido-[5,4-d]-pyrimidine). As a reaction SMILES: [CH2:1]([N:8]([CH3:27])[C:9]1[C:14]2[N:15]=[C:16](Cl)[N:17]=[C:18]([N:19]3[CH2:24][CH2:23][S:22](=[O:25])[CH2:21][CH2:20]3)[C:13]=2[N:12]=[CH:11][N:10]=1)[C:2]1[CH:7]=[CH:6][CH:5]=[CH:4][CH:3]=1.[NH:28]1[CH2:33][CH2:32][NH:31][CH2:30][CH2:29]1>O1CCOCC1>[CH2:1]([N:8]([CH3:27])[C:9]1[C:14]2[N:15]=[C:16]([N:28]3[CH2:33][CH2:32][NH:31][CH2:30][CH2:29]3)[N:17]=[C:18]([N:19]3[CH2:24][CH2:23][S:22](=[O:25])[CH2:21][CH2:20]3)[C:13]=2[N:12]=[CH:11][N:10]=1)[C:2]1[CH:7]=[CH:6][CH:5]=[CH:4][CH:3]=1. Procedure: 8.1 gm (0.002 mol) of 8-(N-benzyl-methylamino)-2-chloro-4-(1-oxido-thiomorpholino)-pyrimido-[5,4-d]-pyrimidine (m.p.: 158°-160° C.) were refluxed for 30 minutes with 6.9 gm (0.08 mol) of anhydrous piperazine in 150 ml of dioxane. The solvent was then distilled off, and the residue was taken up in about 600 ml of water. After standing for a short time, the reaction product was suction-filtered off, washed with water and dried at about 60° C. Product: COC(=O)C(C)Oc1ccc(COc2ccc(-n3nc(C)n(C(F)F)c3=O)c(F)c2)cc1. Starting materials: C1COCCOCCOCCOCCOCCO1, CN(C)C=O, COC(=O)C(C)Oc1ccc(CCl)cc1, Cc1nn(-c2ccc(O)cc2F)c(=O)n1C(F)F. RXN SMILES: [CH2:34]1[O:35][CH2:36][CH2:37][O:38][CH2:39][CH2:40][O:41][CH2:42][CH2:43][O:44][CH2:45][CH2:46][O:47][CH2:48][CH2:49][O:50][CH2:51]1.[CH3:52][N:53]([CH3:54])[CH:55]=[O:56].[Cl:19][CH2:20][c:21]1[cH:22][cH:23][c:24]([O:25][CH:26]([C:27](=[O:28])[O:29][CH3:30])[CH3:31])[cH:32][cH:33]1.[F:1][c:2]1[c:3](-[n:9]2[n:10][c:11]([CH3:18])[n:12]([CH:15]([F:16])[F:17])[c:13]2=[O:14])[cH:4][cH:5][c:6]([OH:8])[cH:7]1>>[F:1][c:2]1[c:3](-[n:9]2[n:10][c:11]([CH3:18])[n:12]([CH:15]([F:16])[F:17])[c:13]2=[O:14])[cH:4][cH:5][c:6]([O:8][CH2:20][c:21]2[cH:22][cH:23][c:24]([O:25][CH:26]([C:27](=[O:28])[O:29][CH3:30])[CH3:31])[cH:32][cH:33]2)[cH:7]1. Reactants: C(C=C)(=O)NCOS(=O)(=O)CCC.[Na] (sodium acrylamidomethylpropanesulfonate), C(C=C)(=O)O (acrylic acid), [OH-].[Na+] (sodium hydroxide), S(=O)(=O)([O-])OOS(=O)(=O)[O-].[K+].[K+] (potassium persulfate). Solvent: O (water). Yields the product C(C=C)(=O)[O-].[Na+].C(C=C)(=O)NCOS(=O)(=O)CCC.[Na] (sodium acrylate sodium acrylamidomethylpropanesulfonate). As a reaction SMILES: [C:1]([OH:5])(=[O:4])[CH:2]=[CH2:3].[C:6]([NH:10][CH2:11][O:12][S:13]([CH2:16][CH2:17][CH3:18])(=[O:15])=[O:14])(=[O:9])[CH:7]=[CH2:8].[Na:19].S(OOS([O-])(=O)=O)([O-])(=O)=O.[K+].[K+].[OH-].[Na+:33]>O>[C:1]([O-:5])(=[O:4])[CH:2]=[CH2:3].[Na+:33].[C:6]([NH:10][CH2:11][O:12][S:13]([CH2:16][CH2:17][CH3:18])(=[O:15])=[O:14])(=[O:9])[CH:7]=[CH2:8].[Na:19] |f:1.2,3.4.5,6.7,9.10.11.12,^1:18,53|. Reported procedure: 36.1 g of acrylic acid was dissolved in 16.0 g of water and neutralized with 53.0 g of a 30 wt. % aqueous sodium hydroxide solution under cooling. Thereafter, 101.3 g of a 40% aqueous sodium acrylamidomethylpropanesulfonate solution was added thereto, and 10.7 g of a 2.8 wt. % aqueous potassium persulfate solution was added thereto to prepare a homogeneous solution as an aqueous monomer/initiator solution. Thereafter, the procedure of Example 4 was repeated to provide 93.5 g of a sodium acrylate... Reactants: [BH4-], NCCc1ccccc1, CO, N#Cc1ccc(Oc2ccc(C=O)s2)cc1, [Na+]. The product is N#Cc1ccc(Oc2ccc(CNCCc3ccccc3)s2)cc1. Reaction SMILES: [BH4-:26].[CH2:17]([CH2:18][c:19]1[cH:20][cH:21][cH:22][cH:23][cH:24]1)[NH2:25].[CH3:28][OH:29].[CH:1](=[O:2])[c:3]1[cH:4][cH:5][c:6]([O:8][c:9]2[cH:10][cH:11][c:12]([C:13]#[N:14])[cH:15][cH:16]2)[s:7]1.[Na+:27]>>[CH2:1]([c:3]1[cH:4][cH:5][c:6]([O:8][c:9]2[cH:10][cH:11][c:12]([C:13]#[N:14])[cH:15][cH:16]2)[s:7]1)[NH:25][CH2:17][CH2:18][c:19]1[cH:20][cH:21][cH:22][cH:23][cH:24]1. The reactants are [Br-], [K+], NC(=O)c1ccc2c(c1)C(=O)c1ccccc1CO2. Yields the product NC(=O)c1ccc2c(c1)C(O)c1ccccc1CO2. RXN SMILES: [Br-:20].[K+:21].[O:1]=[C:2]1[c:3]2[c:4]([cH:13][cH:14][c:15]([C:17](=[O:18])[NH2:19])[cH:16]2)[O:5][CH2:6][c:7]2[c:8]1[cH:9][cH:10][cH:11][cH:12]2>>[OH:1][CH:2]1[c:3]2[c:4]([cH:13][cH:14][c:15]([C:17](=[O:18])[NH2:19])[cH:16]2)[O:5][CH2:6][c:7]2[c:8]1[cH:9][cH:10][cH:11][cH:12]2. Starting materials: CCO, Cl, NO, [Na+], N#Cc1ccc(OC2CCCCO2)cc1, [OH-]. Yields the product NC(NO)c1ccc(OC2CCCCO2)cc1. As a reaction SMILES: [CH3:21][CH2:22][OH:23].[ClH:16].[NH2:17][OH:18].[Na+:20].[O:1]1[CH:2]([O:7][c:8]2[cH:9][cH:10][c:11]([C:12]#[N:13])[cH:14][cH:15]2)[CH2:3][CH2:4][CH2:5][CH2:6]1.[OH-:19]>>[O:1]1[CH:2]([O:7][c:8]2[cH:9][cH:10][c:11]([CH:12]([NH2:13])[NH:17][OH:18])[cH:14][cH:15]2)[CH2:3][CH2:4][CH2:5][CH2:6]1. Starting materials: COC(C1=CC(=CC=C1)SC1=C(NC2=CC(=CC=C12)S(=O)(=O)C)C)=O (3-(6-methanesulfonyl-2-methyl-1H-indol-3-ylsulfanyl)-benzoic acid methyl ester), BrC=1C=NN(C1)CC (4-bromo-1-ethyl-1H-pyrazole). Product: COC(C1=CC(=CC=C1)SC1=C(N(C2=CC(=CC=C12)S(=O)(=O)C)C=1C=NN(C1)CC)C)=O (3-[1-(1-Ethyl-1H-pyrazol-4-yl)-6-methanesulfonyl-2-methyl-1H-indol-3-ylsulfanyl]-benzoic acid methyl ester). Reaction SMILES: [CH3:1][O:2][C:3](=[O:25])[C:4]1[CH:9]=[CH:8][CH:7]=[C:6]([S:10][C:11]2[C:19]3[C:14](=[CH:15][C:16]([S:20]([CH3:23])(=[O:22])=[O:21])=[CH:17][CH:18]=3)[NH:13][C:12]=2[CH3:24])[CH:5]=1.Br[C:27]1[CH:28]=[N:29][N:30]([CH2:32][CH3:33])[CH:31]=1>>[CH3:1][O:2][C:3](=[O:25])[C:4]1[CH:9]=[CH:8][CH:7]=[C:6]([S:10][C:11]2[C:19]3[C:14](=[CH:15][C:16]([S:20]([CH3:23])(=[O:22])=[O:21])=[CH:17][CH:18]=3)[N:13]([C:27]3[CH:28]=[N:29][N:30]([CH2:32][CH3:33])[CH:31]=3)[C:12]=2[CH3:24])[CH:5]=1. Procedure details: Prepared according to the procedure described in Example 55, Step 2 using the following starting materials: 3-(6-methanesulfonyl-2-methyl-1H-indol-3-ylsulfanyl)-benzoic acid methyl ester and 4-bromo-1-ethyl-1H-pyrazole.